From a dataset of the Open Reaction Database (ORD), a public repository of structured organic reaction records. describe an organic reaction: reactants, conditions, products, and yield Starting materials: OC1CN(CC1)S(=O)(=O)NC(OCC1=CC=CC=C1)=O (Benzyl [(3-hydroxypyrrolidin-1-yl)sulfonyl]carbamate). Reagents/catalysts: [C].[Pd] (palladium carbon). Run in CO (MeOH). Reaction conditions: time 3 hour. Yields the product OC1CN(CC1)S(=O)(=O)N (3-hydroxypyrrolidin-1-sulfonamide). Isolated yield 99.2%. Reaction SMILES: [OH:1][CH:2]1[CH2:6][CH2:5][N:4]([S:7]([NH:10]C(=O)OCC2C=CC=CC=2)(=[O:9])=[O:8])[CH2:3]1>[C].[Pd].CO>[OH:1][CH:2]1[CH2:6][CH2:5][N:4]([S:7]([NH2:10])(=[O:9])=[O:8])[CH2:3]1 |f:1.2|. Reported procedure: Benzyl [(3-hydroxypyrrolidin-1-yl)sulfonyl]carbamate (2.55 g) was added to MeOH, and subsequently, 10% palladium carbon (657 mg, 55% wet) was added thereto, followed by stirring at a normal temperature/a normal pressure for about 3 hours under a hydrogen atmosphere. The catalyst was collected by filtration through Celite, and the filtrate was concentrated under reduced pressure to obtain 3-hydroxypyrrolidin-1-sulfonamide (1.4 g) as a colorless oily substance. Starting materials: ClC1=C(C(=CC=C1[N+](=O)[O-])Cl)C (2,6-dichloro-3-nitrotoluene), BrC1(C(NC(N1)=O)=O)Br (dibromohydantoin), AlBN, BrC1(C(NC(N1)=O)=O)Br (dibromohydantoin), CC(C)(C#N)N=NC(C)(C)C#N (AIBN), CC(OCC)=O (EA). Run in ClC1=CC=CC=C1 (chlorobenzene). Conditions: time 1 hour. The product is ClC1=C(CBr)C(=CC=C1[N+](=O)[O-])Cl (2,6-Dichloro-3-nitrobenzyl Bromide). RXN SMILES: [Br:1]C1(Br)NC(=O)NC1=O.[Cl:10][C:11]1[C:16]([N+:17]([O-:19])=[O:18])=[CH:15][CH:14]=[C:13]([Cl:20])[C:12]=1[CH3:21].CC(N=NC(C#N)(C)C)(C#N)C.CC(=O)OCC>ClC1C=CC=CC=1>[Cl:10][C:11]1[C:16]([N+:17]([O-:19])=[O:18])=[CH:15][CH:14]=[C:13]([Cl:20])[C:12]=1[CH2:21][Br:1]. Reported procedure: A mixture of dibromohydantoin (70 g, 0.24 mol) and AlBN (5 g) was added in portions at 150° C. to 2,6-dichloro-3-nitrotoluene (100 g, 0.48 mol) in chlorobenzene (400 ml). After 1 h, a mixture of dibromohydantoin (35 g, 0.12 mol) and AIBN (2.5 g) was again added. After a further 1.5 h, the mixture was allowed to cool and EA (500 ml) was added. This mixture was washed once each with saturated Na2SO3, Na2CO3 and NaCl solution, dried (MgSO4) and concentrated, the title compound being obtained as an ... Reactants: CC(C)C[Al+]CC(C)C, CCOC(=O)C(F)=C(C)c1cc2c(cc1OC)OC(C)(C)C=C2C(C)(C)C, [H-]. The product is COc1cc2c(cc1C(C)=C(F)CO)C(C(C)(C)C)=CC(C)(C)O2. RXN SMILES: [CH2:29]([Al+:30][CH2:31][CH:32]([CH3:33])[CH3:34])[CH:35]([CH3:36])[CH3:37].[F:1][C:2]([C:3](=[O:4])[O:5][CH2:6][CH3:7])=[C:8]([CH3:9])[c:10]1[cH:11][c:12]2[c:17]([cH:18][c:19]1[O:20][CH3:21])[O:16][C:15]([CH3:22])([CH3:23])[CH:14]=[C:13]2[C:24]([CH3:25])([CH3:26])[CH3:27].[H-:28]>>[F:1][C:2]([CH2:3][OH:4])=[C:8]([CH3:9])[c:10]1[cH:11][c:12]2[c:17]([cH:18][c:19]1[O:20][CH3:21])[O:16][C:15]([CH3:22])([CH3:23])[CH:14]=[C:13]2[C:24]([CH3:25])([CH3:26])[CH3:27]. The reactants are ClCCCl, CN1CCOCC1, CN(C)C=O, Cc1c(CN(C)C)n(C(C)C)c2cc(Cl)cc(C(=O)O)c12, ClCCl, Cl, CCCc1cc(C)[nH]c(=O)c1CN, On1nnc2cccnc21. Yields the product CCCc1cc(C)[nH]c(=O)c1CNC(=O)c1cc(Cl)cc2c1c(C)c(CN(C)C)n2C(C)C. Reaction SMILES: [CH2:53]([Cl:54])[CH2:55][Cl:56].[CH3:46][N:47]1[CH2:48][CH2:49][O:50][CH2:51][CH2:52]1.[CH3:57][N:58]([CH3:59])[CH:60]=[O:61].[Cl:2][c:3]1[cH:4][c:5]([C:20](=[O:21])[OH:22])[c:6]2[c:7]([CH3:19])[c:8]([CH2:15][N:16]([CH3:17])[CH3:18])[n:9]([CH:12]([CH3:13])[CH3:14])[c:10]2[cH:11]1.[Cl:62][CH2:63][Cl:64].[ClH:1].[NH2:23][CH2:24][c:25]1[c:26](=[O:35])[nH:27][c:28]([CH3:34])[cH:29][c:30]1[CH2:31][CH2:32][CH3:33].[OH:36][n:37]1[c:38]2[n:39][cH:40][cH:41][cH:42][c:43]2[n:44][n:45]1>>[Cl:2][c:3]1[cH:4][c:5]([C:20](=[O:21])[NH:23][CH2:24][c:25]2[c:26](=[O:35])[nH:27][c:28]([CH3:34])[cH:29][c:30]2[CH2:31][CH2:32][CH3:33])[c:6]2[c:7]([CH3:19])[c:8]([CH2:15][N:16]([CH3:17])[CH3:18])[n:9]([CH:12]([CH3:13])[CH3:14])[c:10]2[cH:11]1. Reactants: CCO, [K+], [OH-], O, CC(CCCC(C)(C)O)C1CCC2C3C=CC4=CC(=O)C=CC4(C)C3CCC12C, OO. Product: CC(CCCC(C)(C)O)C1CCC2C3C=CC4=CC(=O)C5OC5C4(C)C3CCC12C. As a reaction SMILES: [CH3:34][CH2:35][OH:36].[K+:31].[OH-:30].[OH2:37].[OH:1][C:2]([CH3:3])([CH3:4])[CH2:5][CH2:6][CH2:7][CH:8]([CH3:9])[CH:10]1[CH2:11][CH2:12][CH:13]2[CH:14]3[CH:15]=[CH:16][C:17]4=[CH:18][C:19](=[O:29])[CH:20]=[CH:21][C:22]4([CH3:23])[CH:24]3[CH2:25][CH2:26][C:27]12[CH3:28].[OH:32][OH:33]>>[OH:1][C:2]([CH3:3])([CH3:4])[CH2:5][CH2:6][CH2:7][CH:8]([CH3:9])[CH:10]1[CH2:11][CH2:12][CH:13]2[CH:14]3[CH:15]=[CH:16][C:17]4=[CH:18][C:19](=[O:29])[CH:20]5[CH:21]([C:22]4([CH3:23])[CH:24]3[CH2:25][CH2:26][C:27]12[CH3:28])[O:30]5. The reactants are D4, FC1=C(C#N)C=C(C=C1)C=O (2-fluoro-5-formylbenzonitrile), N1=CN=CC(=C1)O (pyrimidin-5-ol). Product: C(=O)C=1C=CC(=C(C#N)C1)OC=1C=NC=NC1 (5-formyl-2-(pyrimidin-5-yloxy)benzonitrile). RXN SMILES: F[C:2]1[CH:9]=[CH:8][C:7]([CH:10]=[O:11])=[CH:6][C:3]=1[C:4]#[N:5].[N:12]1[CH:17]=[C:16]([OH:18])[CH:15]=[N:14][CH:13]=1>>[CH:10]([C:7]1[CH:8]=[CH:9][C:2]([O:18][C:16]2[CH:17]=[N:12][CH:13]=[N:14][CH:15]=2)=[C:3]([CH:6]=1)[C:4]#[N:5])=[O:11]. Procedure details: The title compound was prepared by a procedure similar to that described for D4 starting from 2-fluoro-5-formylbenzonitrile and pyrimidin-5-ol. The reactants are C(C)(=O)NC1=CC=C(C=C1)CC(=O)O ((4-acetylamino-phenyl)-acetic acid), Cl.CN(CCCN=C=NCC)C (1-(3-dimethylaminopropyl)-3-ethylcarbodiimide hydrochloride), NC=1C(NC(N(C1N)CCCC)=O)=O (5,6-diamino-1-butyl-1H-pyrimidine-2,4-dione). Reagents/catalysts: CN(C1=CC=NC=C1)C (4-dimethylaminopyridine). The solvent is CN(C=O)C (N,N-dimethylformamide). Reaction conditions: temperature 25 celsius, time 20 minute. Product: C(C)(=O)NC1=CC=C(C=C1)CC(=O)NC=1C(NC(N(C1N)CCCC)=O)=O (2-(4-acetylamino-phenyl)-N-(6-amino-1-butyl-2,4-dioxo-1,2,3,4-tetrahydro-pyrimidin-5-yl)-acetamide). Yield: 58.9%. Reaction SMILES: [C:1]([NH:4][C:5]1[CH:10]=[CH:9][C:8]([CH2:11][C:12]([OH:14])=O)=[CH:7][CH:6]=1)(=[O:3])[CH3:2].Cl.CN(C)CCCN=C=NCC.[NH2:27][C:28]1[C:29](=[O:40])[NH:30][C:31](=[O:39])[N:32]([CH2:35][CH2:36][CH2:37][CH3:38])[C:33]=1[NH2:34]>CN(C)C=O.CN(C)C1C=CN=CC=1>[C:1]([NH:4][C:5]1[CH:6]=[CH:7][C:8]([CH2:11][C:12]([NH:27][C:28]2[C:29](=[O:40])[NH:30][C:31](=[O:39])[N:32]([CH2:35][CH2:36][CH2:37][CH3:38])[C:33]=2[NH2:34])=[O:14])=[CH:9][CH:10]=1)(=[O:3])[CH3:2] |f:1.2|. Reported procedure: A solution of (4-acetylamino-phenyl)-acetic acid (348 mg, 1.65 mmol) in N,N-dimethylformamide (2.5 mL) was treated with 1-(3-dimethylaminopropyl)-3-ethylcarbodiimide hydrochloride (316 mg, 1.80 mmol). The resulting mixture was stirred at 25° C. for 20 min. At this time, the reaction was treated with 5,6-diamino-1-butyl-1H-pyrimidine-2,4-dione (300 mg, 1.5 mmol) followed by 4-dimethylaminopyridine (37 mg, 0.3 mmol). The reaction was stirred at 25° C. for 18 h. At this time, the reaction was conce...